This data is from the Open Reaction Database (ORD), a public repository of structured organic reaction records. The task is: describe an organic reaction: reactants, conditions, products, and yield The reactants are NC1=NC(=CC=C1)C(=O)O (2-aminopyridine-6-carboxylic acid), Cl.O1CCOCC1 (HCl dioxane). The solvent is CCO (EtOH). Product: Cl.NC1=NC(=CC=C1)C(=O)OCC (2-amino-6-carbethoxypyridine hydrochloride). As a reaction SMILES: [NH2:1][C:2]1[CH:7]=[CH:6][CH:5]=[C:4]([C:8]([OH:10])=[O:9])[N:3]=1.[ClH:11].O1CCO[CH2:14][CH2:13]1>CCO>[ClH:11].[NH2:1][C:2]1[CH:7]=[CH:6][CH:5]=[C:4]([C:8]([O:10][CH2:13][CH3:14])=[O:9])[N:3]=1 |f:1.2,4.5|. Procedure details: A suspension of 2-aminopyridine-6-carboxylic acid (2 g) in EtOH (10.0 mL) and 4N HCl/dioxane (10.0 mL) was heated to reflux for 16 hours under anhydrous conditions. The reaction mixture was then concentrated to dryness and the residue was dried in a desiccator under vacuum to afford 2-amino-6-carbethoxypyridine hydrochloride as a white powder (1.6 g). 1H-NMR (DMSO-d6) δ 8.3 (br), 7.94 (m, 1H), 7.37 (d, 1H, J=7.2 Hz), 7.22 (dd, 1H, J=8.7 Hz), 4.37 (q, 2H, J=7.2 Hz), 1.32 (t, 3H, J=7.2 Hz); FAB MS... Starting materials: CCC(=O)Cl, c1ccc(CN2CCCC(Nc3ccccc3)C2)cc1, ClCCl. The product is CCC(=O)N(c1ccccc1)C1CCCN(Cc2ccccc2)C1. Reaction SMILES: [C:21]([CH2:22][CH3:23])(=[O:24])[Cl:25].[CH2:1]([c:2]1[cH:3][cH:4][cH:5][cH:6][cH:7]1)[N:8]1[CH2:9][CH:10]([NH:14][c:15]2[cH:16][cH:17][cH:18][cH:19][cH:20]2)[CH2:11][CH2:12][CH2:13]1.[Cl:26][CH2:27][Cl:28]>>[CH2:1]([c:2]1[cH:3][cH:4][cH:5][cH:6][cH:7]1)[N:8]1[CH2:9][CH:10]([N:14]([c:15]2[cH:16][cH:17][cH:18][cH:19][cH:20]2)[C:21]([CH2:22][CH3:23])=[O:24])[CH2:11][CH2:12][CH2:13]1. Starting materials: CC=1N=C(SC1C(=O)OCC)N1CCC(CC1)NC (ethyl 4-methyl-2-[4-(methylamino)piperidin-1-yl]-1,3-thiazole-5-carboxylate), ON1N=NC2=C1C=CC=C2 (1-hydroxybenzotriazole), CN1CCOCC1 (N-methylmorpholine), ClC=1N=C(NC1CC)C(=O)O (4-chloro-5-ethyl-1H-imidazole-2-carboxylic acid), CCN=C=NCCCN(C)C.Cl (WSC hydrochloride). Yields the product ClC=1N=C(NC1CC)C(=O)N(C1CCN(CC1)C=1SC(=C(N1)C)C(=O)OCC)C (Ethyl 2-(4-{[(4-chloro-5-ethyl-1H-imidazol-2-yl)carbonyl](methyl)amino}piperidin-1-yl)-4-methyl-1,3-thiazole-5-carboxylate). Yield: 92.4%. Reaction SMILES: [CH3:1][C:2]1[N:3]=[C:4]([N:12]2[CH2:17][CH2:16][CH:15]([NH:18][CH3:19])[CH2:14][CH2:13]2)[S:5][C:6]=1[C:7]([O:9][CH2:10][CH3:11])=[O:8].[Cl:20][C:21]1[N:22]=[C:23]([C:28]([OH:30])=O)[NH:24][C:25]=1[CH2:26][CH3:27].CCN=C=NCCCN(C)C.Cl.ON1C2C=CC=CC=2N=N1.CN1CCOCC1>>[Cl:20][C:21]1[N:22]=[C:23]([C:28]([N:18]([CH3:19])[CH:15]2[CH2:16][CH2:17][N:12]([C:4]3[S:5][C:6]([C:7]([O:9][CH2:10][CH3:11])=[O:8])=[C:2]([CH3:1])[N:3]=3)[CH2:13][CH2:14]2)=[O:30])[NH:24][C:25]=1[CH2:26][CH3:27] |f:2.3|. Procedure details: The same operation as in Example (217c) was performed using ethyl 4-methyl-2-[4-(methylamino)piperidin-1-yl]-1,3-thiazole-5-carboxylate obtained in Example (240b) (254 mg, 0.90 mmol), 4-chloro-5-ethyl-1H-imidazole-2-carboxylic acid obtained in Example (1d) (156 mg, 0.90 mmol), WSC hydrochloride (515 mg, 2.69 mmol), 1-hydroxybenzotriazole (121 mg, 0.90 mmol) and N-methylmorpholine (0.20 mL, 1.79 mmol), to obtain 366 mg of the title compound as a white solid (93%). Starting materials: CCO, CC(C(N)=O)c1ccc2c(c1)C(=O)Cc1ccccc1O2, O=S(=O)(O)O. Yields the product CCOC(=O)C(C)c1ccc2c(c1)C(=O)Cc1ccccc1O2. Reaction SMILES: [CH3:27][CH2:28][OH:29].[O:1]=[C:2]1[c:3]2[c:4]([cH:13][cH:14][c:15]([CH:17]([C:18](=[O:19])[NH2:20])[CH3:21])[cH:16]2)[O:5][c:6]2[c:7]([cH:9][cH:10][cH:11][cH:12]2)[CH2:8]1.[S:22](=[O:23])(=[O:24])([OH:25])[OH:26]>>[O:1]=[C:2]1[c:3]2[c:4]([cH:13][cH:14][c:15]([CH:17]([C:18](=[O:19])[O:29][CH2:28][CH3:27])[CH3:21])[cH:16]2)[O:5][c:6]2[c:7]([cH:9][cH:10][cH:11][cH:12]2)[CH2:8]1.